The task is: describe an organic reaction: reactants, conditions, products, and yield. This data is from the Open Reaction Database (ORD), a public repository of structured organic reaction records. The reactants are CC#CCOc1ccc(S(=O)(=O)N2CCN(C(=O)CNC(=O)OC(C)(C)C)CC2C(=O)NO)cc1, ClCCl, CCOC(C)=O, O=C(O)C(F)(F)F. Yields the product CC#CCOc1ccc(S(=O)(=O)N2CCN(C(=O)CN)CC2C(=O)NO)cc1. RXN SMILES: [C:1]([O:2][C:3](=[O:4])[NH:7][CH2:8][C:9](=[O:10])[N:11]1[CH2:12][CH:13]([C:31]([NH:32][OH:33])=[O:34])[N:14]([S:17](=[O:18])(=[O:19])[c:20]2[cH:21][cH:22][c:23]([O:26][CH2:27][C:28]#[C:29][CH3:30])[cH:24][cH:25]2)[CH2:15][CH2:16]1)([CH3:5])([CH3:6])[CH3:35].[CH2:43]([Cl:44])[Cl:45].[CH3:46][CH2:47][O:48][C:49](=[O:50])[CH3:51].[OH:36][C:37]([C:38]([F:39])([F:40])[F:41])=[O:42]>>[NH2:7][CH2:8][C:9](=[O:10])[N:11]1[CH2:12][CH:13]([C:31]([NH:32][OH:33])=[O:34])[N:14]([S:17](=[O:18])(=[O:19])[c:20]2[cH:21][cH:22][c:23]([O:26][CH2:27][C:28]#[C:29][CH3:30])[cH:24][cH:25]2)[CH2:15][CH2:16]1. Procedure details: 291 mg of compound 31 was obtained in a similar manner to those described in the Examples 1 and 2 using 521 mg of ethyl 4-(2-aminophenoxy)butyrate and 517 mg of 3-[1-(2-methylbenzyl)indol-5-yl]isocrotonic acid obtained according to the procedures described in the Reference Examples 1-4. Product: CC1=C(CN2C=CC3=CC(=CC=C23)/C(=C/C(=O)NC2=C(OCCCC(=O)O)C=CC=C2)/C)C=CC=C1 (4-{2-[3-[1-(2-methylbenzyl)indol-5-yl]isocrotonoylamino]phenoxy}butyric acid). Starting materials: compound 31, NC1=C(OCCCC(=O)OCC)C=CC=C1 (ethyl 4-(2-aminophenoxy)butyrate), CC1=C(CN2C=CC3=CC(=CC=C23)/C(=C/C(=O)O)/C)C=CC=C1 (3-[1-(2-methylbenzyl)indol-5-yl]isocrotonic acid). As a reaction SMILES: [NH2:1][C:2]1[CH:16]=[CH:15][CH:14]=[CH:13][C:3]=1[O:4][CH2:5][CH2:6][CH2:7][C:8]([O:10]CC)=[O:9].[CH3:17][C:18]1[CH:39]=[CH:38][CH:37]=[CH:36][C:19]=1[CH2:20][N:21]1[C:29]2[C:24](=[CH:25][C:26](/[C:30](/[CH3:35])=[CH:31]/[C:32](O)=[O:33])=[CH:27][CH:28]=2)[CH:23]=[CH:22]1>>[CH3:17][C:18]1[CH:39]=[CH:38][CH:37]=[CH:36][C:19]=1[CH2:20][N:21]1[C:29]2[C:24](=[CH:25][C:26](/[C:30](/[CH3:35])=[CH:31]/[C:32]([NH:1][C:2]3[CH:16]=[CH:15][CH:14]=[CH:13][C:3]=3[O:4][CH2:5][CH2:6][CH2:7][C:8]([OH:10])=[O:9])=[O:33])=[CH:27][CH:28]=2)[CH:23]=[CH:22]1. Product: SC1=C(C(=O)N(CC(=O)O)C2CCCC2)C=CC=C1C(F)(F)F (N-(2-Mercapto-3-trifluoromethylbenzoyl)-N-cyclopentylglycine). As a reaction SMILES: C([S:4][C:5]1[C:22]([C:23]([F:26])([F:25])[F:24])=[CH:21][CH:20]=[CH:19][C:6]=1[C:7]([N:9]([CH:14]1[CH2:18][CH2:17][CH2:16][CH2:15]1)[CH2:10][C:11]([OH:13])=[O:12])=[O:8])(=O)C.[OH-].[Na+].Cl>>[SH:4][C:5]1[C:22]([C:23]([F:24])([F:25])[F:26])=[CH:21][CH:20]=[CH:19][C:6]=1[C:7]([N:9]([CH:14]1[CH2:15][CH2:16][CH2:17][CH2:18]1)[CH2:10][C:11]([OH:13])=[O:12])=[O:8] |f:1.2|. The reactants are C(C)(=O)SC1=C(C(=O)N(CC(=O)O)C2CCCC2)C=CC=C1C(F)(F)F (N-(2-Acetylthio-3-trifluoromethylbenzoyl)-N-cyclopentylglycine), [OH-].[Na+] (sodium hydroxide), Cl (hydrochloric acid). Procedure: N-(2-Acetylthio-3-trifluoromethylbenzoyl)-N-cyclopentylglycine (1.4 g, 3.6 mmol) and 1 N sodium hydroxide solution were stirred 4 hours at room temperature, then acidified with concentrated hydrochloric acid and extracted with ethyl acetate. The organics were washed with water and brine, then dried and concentrated to a yellow gum which solidified on standing. Recrystallization from hexane/ethyl acetate gave a white solid, m.p. 144°-146° C. The reactants are [Al+3], COC(=O)C1CN(Cc2ccccc2)CC1c1ccsc1, C1CCOC1, CCOC(C)=O, [H-], [H-], [H-], [H-], [Li+], [Na+], [OH-]. Product: OCC1CN(Cc2ccccc2)CC1c1ccsc1. Reaction SMILES: [Al+3:23].[CH2:1]([c:2]1[cH:3][cH:4][cH:5][cH:6][cH:7]1)[N:8]1[CH2:9][CH:10]([C:18](=[O:19])[O:20][CH3:21])[CH:11]([c:13]2[cH:14][s:15][cH:16][cH:17]2)[CH2:12]1.[CH2:36]1[O:37][CH2:38][CH2:39][CH2:40]1.[CH3:28][CH2:29][O:30][C:31]([CH3:32])=[O:33].[H-:22].[H-:25].[H-:26].[H-:27].[Li+:24].[Na+:35].[OH-:34]>>[CH2:1]([c:2]1[cH:3][cH:4][cH:5][cH:6][cH:7]1)[N:8]1[CH2:9][CH:10]([CH2:18][OH:19])[CH:11]([c:13]2[cH:14][s:15][cH:16][cH:17]2)[CH2:12]1. Reactants: FC1=CC=C(CN)C=C1 (4-fluorobenzylamine), ClC=1N=C(C2=C(N1)SC(=C2)C(F)(F)F)Cl (2,4-dichloro-6-trifluoromethyl-thieno-[2,3-d]-pyrimidine). Product: ClC=1N=C(C2=C(N1)SC(=C2)C(F)(F)F)NCC2=CC=C(C=C2)F (2-chloro-6-trifluoromethyl-4-(4-fluorobenzylamino)-thieno-[2,3-d]-pyrimidine). Reaction SMILES: [F:1][C:2]1[CH:9]=[CH:8][C:5]([CH2:6][NH2:7])=[CH:4][CH:3]=1.[Cl:10][C:11]1[N:12]=[C:13](Cl)[C:14]2[CH:19]=[C:18]([C:20]([F:23])([F:22])[F:21])[S:17][C:15]=2[N:16]=1>>[Cl:10][C:11]1[N:12]=[C:13]([NH:7][CH2:6][C:5]2[CH:8]=[CH:9][C:2]([F:1])=[CH:3][CH:4]=2)[C:14]2[CH:19]=[C:18]([C:20]([F:22])([F:23])[F:21])[S:17][C:15]=2[N:16]=1. Reported procedure: Following the procedure of Example 1, the reaction of 4-fluorobenzylamine with 2,4-dichloro-6-trifluoromethyl-thieno-[2,3-d]-pyrimidine yields 2-chloro-6-trifluoromethyl-4-(4-fluorobenzylamino)-thieno-[2,3-d]-pyrimidine. Reactants: ClC(C(=O)Cl)C1=CC=CC=C1 (α-chlorophenylacetyl chloride), Cl.C(C)OC(CN)=O (glycine ethyl ester hydrochloride). Run in C1(=CC=CC=C1)C (toluene). Product: ClC(C(=O)NCC(=O)OCC)C1=CC=CC=C1 (N-(α-Chlorophenylacetyl)glycine, ethyl ester). The yield is 85.8%. RXN SMILES: [Cl:1][CH:2]([C:6]1[CH:11]=[CH:10][CH:9]=[CH:8][CH:7]=1)[C:3](Cl)=[O:4].Cl.[CH2:13]([O:15][C:16](=[O:19])[CH2:17][NH2:18])[CH3:14]>C1(C)C=CC=CC=1>[Cl:1][CH:2]([C:6]1[CH:11]=[CH:10][CH:9]=[CH:8][CH:7]=1)[C:3]([NH:18][CH2:17][C:16]([O:15][CH2:13][CH3:14])=[O:19])=[O:4] |f:1.2|. Procedure: 21.0 g (0.11 m) α-chlorophenylacetyl chloride and 14.0 g (0.10 m) glycine ethyl ester hydrochloride are suspended in 500 ml toluene and the mixture is heated to reflux overnight. The reaction mixture is filtered, and after the solvent is removed, the residual solid is recrystallized from cyclohexane to give 22 g (86% yield) of the title compound, which has a melting point of 88°-9° C.